Dataset: the Open Reaction Database (ORD), a public repository of structured organic reaction records. Task: describe an organic reaction: reactants, conditions, products, and yield As a reaction SMILES: [CH3:2][NH2+:3][CH3:4].[Cl-:1].[K:12][C:13]#[N:14].[O:5]=[C:6]1[CH2:7][CH2:8][CH2:9][CH2:10][CH2:11]1.[OH2:15]>>[CH3:2][N:3]([CH3:4])[C:6]1([C:13]#[N:14])[CH2:7][CH2:8][CH2:9][CH2:10][CH2:11]1. Starting materials: C[NH2+]C, [Cl-], N#C[K], O=C1CCCCC1, O. Yields the product CN(C)C1(C#N)CCCCC1. Reactants: O=C([O-])[O-], CCS, COc1c(Cl)ccc(C(Nc2cccc3nc(C)ccc23)C2(C(F)(F)F)CO2)c1F, [Cs+], [Cs+], CN(C)C=O. Product: CCSCC(O)(C(Nc1cccc2nc(C)ccc12)c1ccc(Cl)c(OC)c1F)C(F)(F)F. Reaction SMILES: [C:34](=[O:35])([O-:36])[O-:37].[CH2:31]([CH3:32])[SH:33].[Cl:1][c:2]1[c:3]([O:29][CH3:30])[c:4]([F:28])[c:5]([CH:8]([C:9]2([C:12]([F:13])([F:14])[F:15])[O:10][CH2:11]2)[NH:16][c:17]2[c:18]3[cH:19][cH:20][c:21]([CH3:27])[n:22][c:23]3[cH:24][cH:25][cH:26]2)[cH:6][cH:7]1.[Cs+:38].[Cs+:39].[O:40]=[CH:41][N:42]([CH3:43])[CH3:44]>>[Cl:1][c:2]1[c:3]([O:29][CH3:30])[c:4]([F:28])[c:5]([CH:8]([C:9]([OH:10])([CH2:11][S:33][CH2:31][CH3:32])[C:12]([F:13])([F:14])[F:15])[NH:16][c:17]2[c:18]3[cH:19][cH:20][c:21]([CH3:27])[n:22][c:23]3[cH:24][cH:25][cH:26]2)[cH:6][cH:7]1. Reactants: C1CCOC1, CC(C)(C)[O-], CN(C)C=O, Oc1ccn2nc(-c3ccc(F)cc3)c(-c3ccncc3)c2c1, CCCCI, [K+], O. Yields the product CCCCOc1ccn2nc(-c3ccc(F)cc3)c(-c3ccncc3)c2c1. RXN SMILES: [CH2:41]1[O:42][CH2:43][CH2:44][CH2:45]1.[CH3:24][C:25]([CH3:26])([O-:27])[CH3:28].[CH3:36][N:37]([CH3:38])[CH:39]=[O:40].[F:1][c:2]1[cH:3][cH:4][c:5](-[c:8]2[n:9][n:10]3[c:11]([cH:12][c:13]([OH:16])[cH:14][cH:15]3)[c:17]2-[c:18]2[cH:19][cH:20][n:21][cH:22][cH:23]2)[cH:6][cH:7]1.[I:30][CH2:31][CH2:32][CH2:33][CH3:34].[K+:29].[OH2:35]>>[F:1][c:2]1[cH:3][cH:4][c:5](-[c:8]2[n:9][n:10]3[c:11]([cH:12][c:13]([O:16][CH2:31][CH2:32][CH2:33][CH3:34])[cH:14][cH:15]3)[c:17]2-[c:18]2[cH:19][cH:20][n:21][cH:22][cH:23]2)[cH:6][cH:7]1. Starting materials: O=C(O)C1Cc2ccccc2CN1, C=O, O=CO, Cl, O. Product: CN1Cc2ccccc2CC1C(=O)O. RXN SMILES: [C:1](=[O:2])([OH:3])[CH:4]1[NH:5][CH2:6][c:7]2[cH:8][cH:9][cH:10][cH:11][c:12]2[CH2:13]1.[CH2:14]=[O:15].[CH:17]([OH:18])=[O:19].[ClH:16].[OH2:20]>>[C:1](=[O:2])([OH:3])[CH:4]1[N:5]([CH3:14])[CH2:6][c:7]2[cH:8][cH:9][cH:10][cH:11][c:12]2[CH2:13]1. Starting materials: C(C)(C)(C)OC(=O)N1CCC(CC1)C#N (4-cyano-piperidine-1-carboxylic acid tert-butyl ester), C(=O)([O-])[O-].[K+].[K+] (K2CO3), Cl.NO (hydroxylamine hydrogenchloride). The solvent is O (H2O), CCO (EtOH). Yields the product C(C)(C)(C)OC(=O)N1CCC(CC1)C(NO)=N (4-(N-Hydroxycarbamimidoyl)-piperidine-1-carboxylic acid tert-butyl ester). RXN SMILES: [C:1]([O:5][C:6]([N:8]1[CH2:13][CH2:12][CH:11]([C:14]#[N:15])[CH2:10][CH2:9]1)=[O:7])([CH3:4])([CH3:3])[CH3:2].C([O-])([O-])=O.[K+].[K+].Cl.[NH2:23][OH:24]>O.CCO>[C:1]([O:5][C:6]([N:8]1[CH2:13][CH2:12][CH:11]([C:14](=[NH:15])[NH:23][OH:24])[CH2:10][CH2:9]1)=[O:7])([CH3:4])([CH3:3])[CH3:2] |f:1.2.3,4.5|. Procedure: To a mixture of 4-cyano-piperidine-1-carboxylic acid tert-butyl ester (6.3 g, 30 mmol), K2CO3 (4.2 g, 30 mmol) in H2O (50 mL) and EtOH (30 mL) was added hydroxylamine hydrogenchloride (4.17 g, 60 mmol). The mixture was heated under reflux overnight, cooled to room temperature and ethanol was removed in vacuo. The residue was extracted with EtOAc (300 mL). The organic layer was washed successively with H2O and brine. After drying (Na2SO4), the solvent was removed to afford the desired product. Starting materials: C(C)(C)(C)C1=CC=C(C(=O)NC=2C=CC(=NC2)C2=CC=C3CN(C(C3=C2)=O)[C@H](C(=O)O)C(C)C)C=C1 ((S)-2-(6-(5-(4-tert-Butylbenzamido)pyridin-2-yl)-1-oxoisoindolin-2-yl)-3-methyl butanoic acid), CC([C@@H](C(=O)OC)N1C(C2=CC(=CC=C2C1)C1=NC=C(N=C1)NC(C1=CC=C(C=C1)CCCCC)=O)=O)C ((S)-Methyl 3-methyl-2-(1-oxo-6-(5-(4-pentylbenzamido)pyrazin-2-yl)isoindolin-2-yl)butanoate). The product is CC([C@@H](C(=O)O)N1C(C2=CC(=CC=C2C1)C1=NC=C(N=C1)NC(C1=CC=C(C=C1)CCCCC)=O)=O)C ((S)-3-Methyl-2-(1-oxo-6-(5-(4-pentylbenzamido)pyrazin-2-yl)isoindolin-2-yl)butanoic acid). Isolated yield 60.3%. As a reaction SMILES: C(C1C=CC(C(NC2C=CC(C3C=C4C(CN([C@@H](C(C)C)C(O)=O)C4=O)=CC=3)=NC=2)=O)=CC=1)(C)(C)C.[CH3:37][CH:38]([CH3:74])[C@H:39]([N:44]1[CH2:52][C:51]2[C:46](=[CH:47][C:48]([C:53]3[CH:58]=[N:57][C:56]([NH:59][C:60](=[O:72])[C:61]4[CH:66]=[CH:65][C:64]([CH2:67][CH2:68][CH2:69][CH2:70][CH3:71])=[CH:63][CH:62]=4)=[CH:55][N:54]=3)=[CH:49][CH:50]=2)[C:45]1=[O:73])[C:40]([O:42]C)=[O:41]>>[CH3:74][CH:38]([CH3:37])[C@H:39]([N:44]1[CH2:52][C:51]2[C:46](=[CH:47][C:48]([C:53]3[CH:58]=[N:57][C:56]([NH:59][C:60](=[O:72])[C:61]4[CH:62]=[CH:63][C:64]([CH2:67][CH2:68][CH2:69][CH2:70][CH3:71])=[CH:65][CH:66]=4)=[CH:55][N:54]=3)=[CH:49][CH:50]=2)[C:45]1=[O:73])[C:40]([OH:42])=[O:41]. Reported procedure: The compound of example 511 was prepared analogous to the compound of example 404 by hydrolysis of the compound of example 510. Starting materials: COC=1C=C(C=O)C=CC1N1C=NC(=C1)C (3-methoxy-4-(4-methyl-1H-imidazol-1-yl)benzaldehyde), C(C)OC(C(CCCOC1OCCCC1)P(=O)(OCC)OCC)=O (2-(diethoxyphosphoryl)-5-(tetrahydropyran-2-yloxy)valeric acid ethyl ester), O.[OH-].[Li+] (lithium hydroxide monohydrate), [Cl-].[NH4+] (ammonium chloride). Run in C1CCOC1 (THF), C(C)(=O)OCC (Ethyl acetate). Reaction conditions: time 19 hour. Yields the product C(C)OC(/C(/CCCOC1OCCCC1)=C/C1=CC(=C(C=C1)N1C=NC(=C1)C)OC)=O ((E)-2-[3-methoxy-4-(4-methyl-1H-imidazol-1-yl)benzylidene] 5-(tetrahydropyran-2-yloxy)valeric acid ethyl ester). The yield is 33.2%. RXN SMILES: [CH3:1][O:2][C:3]1[CH:4]=[C:5]([CH:8]=[CH:9][C:10]=1[N:11]1[CH:15]=[C:14]([CH3:16])[N:13]=[CH:12]1)[CH:6]=O.[CH2:17]([O:19][C:20](=[O:40])[CH:21](P(OCC)(OCC)=O)[CH2:22][CH2:23][CH2:24][O:25][CH:26]1[CH2:31][CH2:30][CH2:29][CH2:28][O:27]1)[CH3:18].O.[OH-].[Li+].[Cl-].[NH4+]>C(OCC)(=O)C.C1COCC1>[CH2:17]([O:19][C:20](=[O:40])/[C:21](=[CH:6]/[C:5]1[CH:8]=[CH:9][C:10]([N:11]2[CH:15]=[C:14]([CH3:16])[N:13]=[CH:12]2)=[C:3]([O:2][CH3:1])[CH:4]=1)/[CH2:22][CH2:23][CH2:24][O:25][CH:26]1[CH2:31][CH2:30][CH2:29][CH2:28][O:27]1)[CH3:18] |f:2.3.4,5.6|. Procedure: To a THF (5 mL) solution of 3-methoxy-4-(4-methyl-1H-imidazol-1-yl)benzaldehyde (283 mg) obtained in Example 1 and 2-(diethoxyphosphoryl)-5-(tetrahydropyran-2-yloxy)valeric acid ethyl ester (480 mg), lithium hydroxide monohydrate (110 mg) was added, and the reaction solution was agitated at room temperature for 19 hours. Ethyl acetate and a saturated ammonium chloride solution were added to the reaction solution, and the organic layer was partitioned. After the obtained organic layer was washed ... Reported procedure: All chemicals were mixed in a 50 mL round bottom flask. The solids were degassed and placed under nitrogen. Toluene was added and the mixture was stirred at 100°C for 24 h. Cooled and filtered. The filtrate was concentrated under vacuum. Crude product was mainly starting material but some product had been formed. The product was purified by silica gel chromatography using 1-4% methanol/DCM. Product was slightly more polar than starting material bromide. There was obtained 230 mg of the desired p... Isolated yield 13.8%. Product: CC(C)(C)OC(=O)NC1CCN(CC1)C2=CC=CC(=C2)C(=O)OC. The solvent is CC1=CC=CC=C1. Starting materials: CC(C)(C)OC(=O)NC1CCNCC1, COC(=O)C1=CC(=CC=C1)Br. The reagents and catalysts are C(=O)([O-])[O-].[Cs+].[Cs+], C1=CC=C(C=C1)P(C2=CC=CC=C2)C3=C(C4=CC=CC=C4C=C3)C5=C(C=CC6=CC=CC=C65)P(C7=CC=CC=C7)C8=CC=CC=C8, CC(=O)O.CC(=O)O.[Pd]. Reaction conditions: temperature 100 celsius.